From a dataset of the Open Reaction Database (ORD), a public repository of structured organic reaction records. describe an organic reaction: reactants, conditions, products, and yield The reactants are ClC1=CC=NC2=CC(=CC=C12)Cl (4,7-dichloroquinoline), N1(CCCC1)C1C(CCCC1)N ((2-pyrrolidin-1-yl-cyclohexyl)-amine). Run in C(C)#N.C(C)O (acetonitrile ethanol). The product is ClC1=CC=C2C(=CC=NC2=C1)NC1C(CCCC1)N1CCCC1 ((1RS,2RS)-(7-Chloro-quinolin-4-yl)-(2pyrrolidin-1-yl-cyclohexyl)-amine). Reaction SMILES: Cl[C:2]1[C:11]2[C:6](=[CH:7][C:8]([Cl:12])=[CH:9][CH:10]=2)[N:5]=[CH:4][CH:3]=1.[N:13]1([CH:18]2[CH2:23][CH2:22][CH2:21][CH2:20][CH:19]2[NH2:24])[CH2:17][CH2:16][CH2:15][CH2:14]1>C(#N)C.C(O)C>[Cl:12][C:8]1[CH:7]=[C:6]2[C:11]([C:2]([NH:24][CH:19]3[CH2:20][CH2:21][CH2:22][CH2:23][CH:18]3[N:13]3[CH2:17][CH2:16][CH2:15][CH2:14]3)=[CH:3][CH:4]=[N:5]2)=[CH:10][CH:9]=1 |f:2.3|. Procedure details: 3.87 g from 3.6 g of 4,7-dichloroquinoline and 3.06 g of (2-pyrrolidin-1-yl-cyclohexyl)-amine (reaction duration 24 hours at 120° C.); colourless crystals from acetonitrile/ethanol, m.p.: 228°-231° C. Starting materials: CCCC[SnH](CCCC)CCCC, CCOC(C)OC(C)(C)C(F)CCC(CI)C1CCC2C3CC=C4CC(OC5CCCCO5)CC(OC5CCCCO5)C4(C)C3CCC12C, C1CCOC1. The product is CCOC(C)OC(C)(C)C(F)CCC(C)C1CCC2C3CC=C4CC(OC5CCCCO5)CC(OC5CCCCO5)C4(C)C3CCC12C. RXN SMILES: [CH2:50]([SnH:51]([CH2:52][CH2:53][CH2:54][CH3:55])[CH2:56][CH2:57][CH2:58][CH3:59])[CH2:60][CH2:61][CH3:62].[O:1]1[CH:2]([O:7][CH:8]2[CH2:9][CH:10]([O:43][CH:44]3[O:45][CH2:46][CH2:47][CH2:48][CH2:49]3)[CH2:11][C:12]3=[CH:13][CH2:14][CH:15]4[CH:16]5[CH2:17][CH2:18][CH:19]([CH:20]([CH2:21][CH2:22][CH:23]([C:24]([CH3:25])([CH3:26])[O:27][CH:28]([CH3:29])[O:30][CH2:31][CH3:32])[F:33])[CH2:34][I:35])[C:36]5([CH3:42])[CH2:37][CH2:38][CH:39]4[C:40]23[CH3:41])[CH2:3][CH2:4][CH2:5][CH2:6]1.[O:63]1[CH2:64][CH2:65][CH2:66][CH2:67]1>>[O:1]1[CH:2]([O:7][CH:8]2[CH2:9][CH:10]([O:43][CH:44]3[O:45][CH2:46][CH2:47][CH2:48][CH2:49]3)[CH2:11][C:12]3=[CH:13][CH2:14][CH:15]4[CH:16]5[CH2:17][CH2:18][CH:19]([CH:20]([CH2:21][CH2:22][CH:23]([C:24]([CH3:25])([CH3:26])[O:27][CH:28]([CH3:29])[O:30][CH2:31][CH3:32])[F:33])[CH3:34])[C:36]5([CH3:42])[CH2:37][CH2:38][CH:39]4[C:40]23[CH3:41])[CH2:3][CH2:4][CH2:5][CH2:6]1. As a reaction SMILES: [CH2:1]([O:3][C:4](=[O:12])[C:5]1[CH:10]=[CH:9][CH:8]=[N:7][C:6]=1Cl)[CH3:2].C(=O)([O-])[O-].[Cs+].[Cs+].[Cl:19][C:20]1[CH:21]=[C:22]([OH:26])[CH:23]=[N:24][CH:25]=1.O>CN(C)C=O>[CH2:1]([O:3][C:4](=[O:12])[C:5]1[CH:10]=[CH:9][CH:8]=[N:7][C:6]=1[O:26][C:22]1[CH:23]=[N:24][CH:25]=[C:20]([Cl:19])[CH:21]=1)[CH3:2] |f:1.2.3|. Isolated yield 32.0%. The product is C(C)OC(C1=C(N=CC=C1)OC=1C=NC=C(C1)Cl)=O (2-(5-Chloro-pyridin-3-yloxy)-nicotinic acid ethyl ester). The solvent is CN(C=O)C (dimethylformamide). Reported procedure: A solution of 2-Chloro-nicotinic acid ethyl ester (2.07 grams, 11.2 mmole), Cesium carbonate (7.27 grams, 22.3 mmole) and 5-chloro-3-pyridinol (1.45 grams, 11.2 mmole) in dry dimethylformamide (40 ml) was stirred at 90° C. overnight. The suspension was cooled to room temperature, poured into water and extracted with diethyl ether. The combined organics were washed with water and brine, dried over MgSO4, and concentrated to a tan solid. Recrystalization from hexane gave a yellow solid (1.0 g). M.... Reactants: O (water), C(C)OC(C1=C(N=CC=C1)Cl)=O (2-Chloro-nicotinic acid ethyl ester), C([O-])([O-])=O.[Cs+].[Cs+] (Cesium carbonate), ClC=1C=C(C=NC1)O (5-chloro-3-pyridinol). Starting materials: ClC=1C=C(C2=C(CCO2)C1)C(CC(C=O)(C(F)(F)F)O)(C)C (4-(5-chloro-2,3-dihydrobenzofuran-7-yl)-2-hydroxy-4-methyl-2-(trifluoromethyl)pentanal), COC(=O)C1=NC2=CC=CC(=C2C=C1)N (5-aminoquinoline-2-carboxylic acid methyl ester). Run in C(C)(=O)O (acetic acid), C1(=CC=CC=C1)C (toluene). Yields the product COC(=O)C1=NC2=CC=CC(=C2C=C1)N=CC(CC(C)(C)C1=CC(=CC=2CCOC21)Cl)(C(F)(F)F)O (5-[4-(5-Chloro-2,3-dihydrobenzofuran-7-yl)-2-hydroxy-4-methyl-2-(trifluoromethyl)pentylidenamino}quinoline-2-carboxylic acid methyl ester). Procedure: Analogously to Example 37, 160 mg (0.47 mmol) of 4-(5-chloro-2,3-dihydrobenzofuran-7-yl)-2-hydroxy-4-methyl-2-(trifluoromethyl)pentanal is reacted with 116 mg (0.57 mmol) of 5-aminoquinoline-2-carboxylic acid methyl ester in 1.0 ml of concentrated acetic acid and 20 ml of toluene. After working-up and purification on silica gel with hexane-ethyl acetate (0-100%), 110 mg (45% of theory) of the product is obtained. Reaction SMILES: [Cl:1][C:2]1[CH:3]=[C:4]([C:11]([CH3:22])([CH3:21])[CH2:12][C:13]([OH:20])([C:16]([F:19])([F:18])[F:17])[CH:14]=O)[C:5]2[O:9][CH2:8][CH2:7][C:6]=2[CH:10]=1.[CH3:23][O:24][C:25]([C:27]1[CH:36]=[CH:35][C:34]2[C:29](=[CH:30][CH:31]=[CH:32][C:33]=2[NH2:37])[N:28]=1)=[O:26]>C(O)(=O)C.C1(C)C=CC=CC=1>[CH3:23][O:24][C:25]([C:27]1[CH:36]=[CH:35][C:34]2[C:29](=[CH:30][CH:31]=[CH:32][C:33]=2[N:37]=[CH:14][C:13]([OH:20])([C:16]([F:19])([F:18])[F:17])[CH2:12][C:11]([C:4]2[C:5]3[O:9][CH2:8][CH2:7][C:6]=3[CH:10]=[C:2]([Cl:1])[CH:3]=2)([CH3:21])[CH3:22])[N:28]=1)=[O:26].